Dataset: the Open Reaction Database (ORD), a public repository of structured organic reaction records. Task: describe an organic reaction: reactants, conditions, products, and yield Starting materials: O=C(Nc1cccc(CBr)n1)C(F)(F)F, COc1ccc(C(=O)c2c[nH]c3ccccc3c2=O)cc1C, CN([SiH](C)C)[Si](C)(C)C, CCOC(C)=O, [K], C1CCOC1, O. Yields the product COc1ccc(C(=O)c2cn(Cc3cccc(NC(=O)C(F)(F)F)n3)c3ccccc3c2=O)cc1C. Reaction SMILES: [Br:33][CH2:34][c:35]1[cH:36][cH:37][cH:38][c:39]([NH:41][C:42]([C:43]([F:44])([F:45])[F:46])=[O:47])[n:40]1.[CH3:11][O:12][c:13]1[c:14]([CH3:32])[cH:15][c:16]([C:17](=[O:18])[c:19]2[cH:20][nH:21][c:22]3[cH:23][cH:24][cH:25][cH:26][c:27]3[c:28]2=[O:29])[cH:30][cH:31]1.[CH3:1][SiH:2]([CH3:3])[N:4]([CH3:5])[Si:6]([CH3:7])([CH3:8])[CH3:9].[CH3:54][CH2:55][O:56][C:57](=[O:58])[CH3:59].[K:10].[O:49]1[CH2:50][CH2:51][CH2:52][CH2:53]1.[OH2:48]>>[CH3:11][O:12][c:13]1[c:14]([CH3:32])[cH:15][c:16]([C:17](=[O:18])[c:19]2[cH:20][n:21]([CH2:34][c:35]3[cH:36][cH:37][cH:38][c:39]([NH:41][C:42]([C:43]([F:44])([F:45])[F:46])=[O:47])[n:40]3)[c:22]3[cH:23][cH:24][cH:25][cH:26][c:27]3[c:28]2=[O:29])[cH:30][cH:31]1.